This data is from the Open Reaction Database (ORD), a public repository of structured organic reaction records. The task is: describe an organic reaction: reactants, conditions, products, and yield Reactants: CCOCc1nc2cnc3ccccc3c2n1CC1(O)CCN(C(C)=O)CC1, CCOCc1nc2cnc3ccccc3c2n1CC1(OCCS(C)(=O)=O)CCN(C(C)=O)CC1. Yields the product CCOC(C)c1nc2cnc3ccccc3c2n1CC1(OCCS(C)(=O)=O)CCN(C(C)=O)CC1. RXN SMILES: [C:1]([N:2]1[CH2:3][CH2:4][C:5]([CH2:6][n:7]2[c:8]3[c:9]4[cH:10][cH:11][cH:12][cH:13][c:14]4[n:15][cH:16][c:17]3[n:18][c:19]2[CH2:20][O:21][CH2:22][CH3:23])([OH:24])[CH2:25][CH2:26]1)(=[O:27])[CH3:28].[C:29]([CH3:30])(=[O:31])[N:32]1[CH2:33][CH2:34][C:35]([O:38][CH2:39][CH2:40][S:41](=[O:42])(=[O:43])[CH3:44])([CH2:45][n:46]2[c:47]([CH2:59][O:60][CH2:61][CH3:62])[n:48][c:49]3[cH:50][n:51][c:52]4[cH:53][cH:54][cH:55][cH:56][c:57]4[c:58]23)[CH2:36][CH2:37]1>>[CH3:1][CH:59]([c:47]1[n:46]([CH2:45][C:35]2([O:38][CH2:39][CH2:40][S:41](=[O:42])(=[O:43])[CH3:44])[CH2:34][CH2:33][N:32]([C:29]([CH3:30])=[O:31])[CH2:37][CH2:36]2)[c:58]2[c:49]([n:48]1)[cH:50][n:51][c:52]1[cH:53][cH:54][cH:55][cH:56][c:57]12)[O:60][CH2:61][CH3:62].